This data is from the Open Reaction Database (ORD), a public repository of structured organic reaction records. The task is: describe an organic reaction: reactants, conditions, products, and yield Procedure details: A mixture of 9.2 g of 2,6-difluoro-4-[2-(p-ethoxyphenyl)ethyl]phenylboric acid (prepared by reacting 3,5-difluorobenzaldehyde with p-ethoxybenzyltriphenylphosphonium iodide by the Wittig method and subsequently hydrogenating the resulting styrene derivative on Pd/C), 6.0 g of 1-bromo-4-n-propylbenzene, 38 ml of 2 ml [sic] aqueous Na2CO3 solution, 0.6 g of tetrakis(triphenylphosphine)palladium(0) and 75 ml of toluene is refluxed for two hours. The aqueous phase is extracted twice with toluene and... The reactants are FC1=C(C(=CC(=C1)CCC1=CC=C(C=C1)OCC)F)OB(O)O (2,6-difluoro-4-[2-(p-ethoxyphenyl)ethyl]phenylboric acid), BrC1=CC=C(C=C1)CCC (1-bromo-4-n-propylbenzene), C=CC1=CC=CC=C1 (styrene), FC=1C=C(C=O)C=C(C1)F (3,5-difluorobenzaldehyde), [I-].C(C)OC1=CC=C(C[P+](C2=CC=CC=C2)(C2=CC=CC=C2)C2=CC=CC=C2)C=C1 (p-ethoxybenzyltriphenylphosphonium iodide), C(=O)([O-])[O-].[Na+].[Na+] (Na2CO3). RXN SMILES: [F:1][C:2]1[CH:7]=[C:6]([CH2:8][CH2:9][C:10]2[CH:15]=[CH:14][C:13]([O:16][CH2:17][CH3:18])=[CH:12][CH:11]=2)[CH:5]=[C:4]([F:19])[C:3]=1OB(O)O.FC1C=C(C=C(F)C=1)C=O.[I-].C(OC1C=CC(C[P+](C2C=CC=CC=2)(C2C=CC=CC=2)C2C=CC=CC=2)=CC=1)C.C=CC1C=CC=CC=1.Br[C:73]1[CH:78]=[CH:77][C:76]([CH2:79][CH2:80][CH3:81])=[CH:75][CH:74]=1.C([O-])([O-])=O.[Na+].[Na+]>C1C=CC([P]([Pd]([P](C2C=CC=CC=2)(C2C=CC=CC=2)C2C=CC=CC=2)([P](C2C=CC=CC=2)(C2C=CC=CC=2)C2C=CC=CC=2)[P](C2C=CC=CC=2)(C2C=CC=CC=2)C2C=CC=CC=2)(C2C=CC=CC=2)C2C=CC=CC=2)=CC=1.C1(C)C=CC=CC=1>[CH2:17]([O:16][C:13]1[CH:14]=[CH:15][C:10]([CH2:9][CH2:8][C:6]2[CH:7]=[C:2]([F:1])[C:3]([C:73]3[CH:78]=[CH:77][C:76]([CH2:79][CH2:80][CH3:81])=[CH:75][CH:74]=3)=[C:4]([F:19])[CH:5]=2)=[CH:11][CH:12]=1)[CH3:18] |f:2.3,6.7.8,^1:91,93,112,131|. The reagents and catalysts are C=1C=CC(=CC1)[P](C=2C=CC=CC2)(C=3C=CC=CC3)[Pd]([P](C=4C=CC=CC4)(C=5C=CC=CC5)C=6C=CC=CC6)([P](C=7C=CC=CC7)(C=8C=CC=CC8)C=9C=CC=CC9)[P](C=1C=CC=CC1)(C=1C=CC=CC1)C=1C=CC=CC1 (tetrakis(triphenylphosphine)palladium(0)). Yields the product C(C)OC1=CC=C(C=C1)CCC1=CC(=C(C(=C1)F)C1=CC=C(C=C1)CCC)F (4-[2-(p-ethoxyphenyl)ethyl]-2,6-difluoro-4′-n-propylbiphenyl). The solvent is C1(=CC=CC=C1)C (toluene). The reactants are COC1=CC=C(C(=O)NC2=C(C=CC=C2)OC)C=C1 (4-Methoxy-2'-methoxybenzanilide), COC=1C=CC(=CC1)P2(=S)SP(=S)(S2)C=3C=CC(=CC3)OC (Lawesson's reagent). Solvent: C1(=CC=CC=C1)C (toluene). The product is COC1=CC=C(C(NC2=C(C=CC=C2)OC)=S)C=C1 (4-methoxy-2'-methoxybenzothioanilide). The yield is 153.2%. RXN SMILES: [CH3:1][O:2][C:3]1[CH:19]=[CH:18][C:6]([C:7]([NH:9][C:10]2[CH:15]=[CH:14][CH:13]=[CH:12][C:11]=2[O:16][CH3:17])=O)=[CH:5][CH:4]=1.COC1C=CC(P2(SP(C3C=CC(OC)=CC=3)(=S)S2)=[S:29])=CC=1>C1(C)C=CC=CC=1>[CH3:1][O:2][C:3]1[CH:19]=[CH:18][C:6]([C:7](=[S:29])[NH:9][C:10]2[CH:15]=[CH:14][CH:13]=[CH:12][C:11]=2[O:16][CH3:17])=[CH:5][CH:4]=1. Procedure: 4-Methoxy-2'-methoxybenzanilide (29.5 g) [Bull. Soc. Chim. France, 1964, (5), 924-935] was dissolved in 150 ml of toluene, and 25.6 g of Lawesson's reagent was added. The mixture was refluxed for 4.5 hours. After the reaction, the solvent was evaporated under reduced pressure. The residue was subjected to silica gel column chromatography [eluted with cyclohexane/ethyl acetate (7/1, v/v)] to give 26.5 g of 4-methoxy-2'-methoxybenzothioanilide. Starting materials: [N+](=[N-])=C (diazomethane), COC=1C=C(C=CC1OC)C(CC(CC(=O)O)=O)=O (5-(3,4-dimethoxyphenyl)-3,5-dioxopentanoic acid). The solvent is C(C)OCC (diethyl ether), C(Cl)Cl (CH2Cl2), O (water). Yields the product COC=1C=C(C=CC1OC)C(CC(CC(=O)OC)=O)=O (Methyl 5-(3,4-dimethoxyphenyl)-3,5-dioxopentanoate). The yield is 56.0%. RXN SMILES: [N+](=[CH2:3])=[N-].[CH3:4][O:5][C:6]1[CH:7]=[C:8]([C:14](=[O:22])[CH2:15][C:16](=[O:21])[CH2:17][C:18]([OH:20])=[O:19])[CH:9]=[CH:10][C:11]=1[O:12][CH3:13]>O.C(Cl)Cl.C(OCC)C>[CH3:4][O:5][C:6]1[CH:7]=[C:8]([C:14](=[O:22])[CH2:15][C:16](=[O:21])[CH2:17][C:18]([O:20][CH3:3])=[O:19])[CH:9]=[CH:10][C:11]=1[O:12][CH3:13]. Procedure details: To a cold (-20° C.) solution of 8.9 mL (63.7 mmol) of diisopropylamine in 100 mL of diethyl ether under argon was added 28.1 mL (63.7 mmol; 2.27 M solution in hexanes) of n-BuLi via syringe and the solution was stirred at 0° C. for 45 min. In a separated flask, 3.315 g (25.5 mmol) of freshly distilled ethyl acetoacetate and 50 mL of diethyl ether were added and the solution was cooled to -78° C. To it, the above LDA solution was added via cannula, then 3.84 mL (25.5 mmol) of N,N,N',N'-tetramethy... Reactants: C(C)(C)(C)OC(=O)N1C(C2(C(NC(CC2C2=CC(=CC=C2)Cl)=O)C(=C)C)C2=CC=C(C=C12)Cl)=O (racemic (2′R,3R,4′S)-6-chloro-4′-(3-chlorophenyl)-2′-isopropenyl-2,6′-dioxospiro[indole-3,3′-piperidine]-1-carboxylic acid tert-butyl ester), C(I)I (CH2I2), [Zn](CC)CC (Et2Zn). Solvent: C1(=CC=CC=C1)C (toluene), C1(=CC=CC=C1)C (toluene), C1(=CC=CC=C1)C (toluene). Run at time 15 minute. The product is ClC1=CC=C2C(=C1)NC(C21C(NC(CC1C1=CC(=CC=C1)Cl)=O)C1(CC1)C)=O (racemic (2′R,3R,4′S)-6-chloro-4′-(3-chloro-phenyl)-2′-(1-methyl-cyclopropyl)spiro[3H-indole-3,3′-piperidine]-2,6′(1H)-dione). The yield is 84.8%. As a reaction SMILES: C(I)I.[Zn](CC)[CH2:5]C.C(OC([N:16]1[C:40]2[C:35](=[CH:36][CH:37]=[C:38]([Cl:41])[CH:39]=2)[C:18]2([CH:23]([C:24]3[CH:29]=[CH:28][CH:27]=[C:26]([Cl:30])[CH:25]=3)[CH2:22][C:21](=[O:31])[NH:20][CH:19]2[C:32]([CH3:34])=[CH2:33])[C:17]1=[O:42])=O)(C)(C)C>C1(C)C=CC=CC=1>[Cl:41][C:38]1[CH:39]=[C:40]2[NH:16][C:17](=[O:42])[C:18]3([CH:23]([C:24]4[CH:29]=[CH:28][CH:27]=[C:26]([Cl:30])[CH:25]=4)[CH2:22][C:21](=[O:31])[NH:20][CH:19]3[C:32]3([CH3:33])[CH2:5][CH2:34]3)[C:35]2=[CH:36][CH:37]=1. Procedure: To a solution of CH2I2 (1.2 g, 4.6 mmol) in anhydrous toluene (5 mL) under Argon at 0° C. was added a toluene solution of Et2Zn (1.1M, 3.3 ml, 3.67 mmol). The mixture was stirred for 15 min, then a toluene solution (10 mL) of racemic (2′R,3R,4′S)-6-chloro-4′-(3-chlorophenyl)-2′-isopropenyl-2,6′-dioxospiro[indole-3,3′-piperidine]-1-carboxylic acid tert-butyl ester (230 mg, 0.46 mmol) prepared in example 171a was added. The reaction mixture was stirred at room temperature for 3 h, then quenched wi... Reactants: C1CCNCC1, COCc1nccc(Cl)n1, ClCCl. Product: COCc1nccc(N2CCCCC2)n1. Reaction SMILES: [CH2:1]1[CH2:2][CH2:3][NH:4][CH2:5][CH2:6]1.[CH3:7][O:8][CH2:9][c:10]1[n:11][cH:12][cH:13][c:14]([Cl:16])[n:15]1.[Cl:17][CH2:18][Cl:19]>>[CH2:1]1[CH2:2][CH2:3][N:4]([c:14]2[cH:13][cH:12][n:11][c:10]([CH2:9][O:8][CH3:7])[n:15]2)[CH2:5][CH2:6]1. Reactants: Cl.Cl.NC1=CC(=C(C(=O)NCC2CCNCC2)C=C1Cl)OC (4-Amino-5-chloro-2-methoxy-N-(piperidin-4-ylmethyl)benzamide dihydrochloride), BrCCCCC(=O)C1=CN(C2=CC=CC=C12)C (5-bromo-1-(1-methyl-1 H-indol-3-yl)-1-pentanone). Yields the product NC1=CC(=C(C(=O)NCC2CCN(CC2)CCCCC(=O)C2=CN(C3=CC=CC=C23)C)C=C1Cl)OC (4-amino-5-chloro-2-methoxy-N-((1-(5-(1 -methyl-1 H-indol-3-yl)-5-oxopentyl)piperidin-4-yl)methyl)benzamide). Reaction SMILES: Cl.Cl.[NH2:3][C:4]1[C:19]([Cl:20])=[CH:18][C:7]([C:8]([NH:10][CH2:11][CH:12]2[CH2:17][CH2:16][NH:15][CH2:14][CH2:13]2)=[O:9])=[C:6]([O:21][CH3:22])[CH:5]=1.Br[CH2:24][CH2:25][CH2:26][CH2:27][C:28]([C:30]1[C:38]2[C:33](=[CH:34][CH:35]=[CH:36][CH:37]=2)[N:32]([CH3:39])[CH:31]=1)=[O:29]>>[NH2:3][C:4]1[C:19]([Cl:20])=[CH:18][C:7]([C:8]([NH:10][CH2:11][CH:12]2[CH2:13][CH2:14][N:15]([CH2:24][CH2:25][CH2:26][CH2:27][C:28]([C:30]3[C:38]4[C:33](=[CH:34][CH:35]=[CH:36][CH:37]=4)[N:32]([CH3:39])[CH:31]=3)=[O:29])[CH2:16][CH2:17]2)=[O:9])=[C:6]([O:21][CH3:22])[CH:5]=1 |f:0.1.2|. Procedure: 4-Amino-5-chloro-2-methoxy-N-(piperidin-4-ylmethyl)benzamide dihydrochloride as starting compound and 5-bromo-1-(1-methyl-1 H-indol-3-yl)-1-pentanone were reacted and treated in the same manner as in Example 172 to give 4-amino-5-chloro-2-methoxy-N-((1-(5-(1 -methyl-1 H-indol-3-yl)-5-oxopentyl)piperidin-4-yl)methyl)benzamide.